Task: describe an organic reaction: reactants, conditions, products, and yield. Dataset: the Open Reaction Database (ORD), a public repository of structured organic reaction records The reactants are CC(=O)Cl, CCN(C(C)C)C(C)C, CC1(C)OCCn2c1nc(C(=O)NCc1ccc(F)cc1N1C(=O)CCC1CO)c(OCc1ccccc1)c2=O, [Na+], O=C([O-])O, C1CCOC1. The product is CC(=O)OCC1CCC(=O)N1c1cc(F)ccc1CNC(=O)c1nc2n(c(=O)c1OCc1ccccc1)CCOC2(C)C. Reaction SMILES: [CH3:41][C:42]([Cl:43])=[O:44].[CH:45]([N:46]([CH:47]([CH3:48])[CH3:49])[CH2:50][CH3:51])([CH3:52])[CH3:53].[F:1][c:2]1[cH:3][c:4]([N:33]2[CH:34]([CH2:39][OH:40])[CH2:35][CH2:36][C:37]2=[O:38])[c:5]([CH2:6][NH:7][C:8](=[O:9])[c:10]2[n:11][c:12]3[n:17]([c:18](=[O:28])[c:19]2[O:20][CH2:21][c:22]2[cH:23][cH:24][cH:25][cH:26][cH:27]2)[CH2:16][CH2:15][O:14][C:13]3([CH3:29])[CH3:30])[cH:31][cH:32]1.[Na+:58].[O-:54][C:55]([OH:56])=[O:57].[O:59]1[CH2:60][CH2:61][CH2:62][CH2:63]1>>[F:1][c:2]1[cH:3][c:4]([N:33]2[CH:34]([CH2:39][O:40][C:42]([CH3:41])=[O:44])[CH2:35][CH2:36][C:37]2=[O:38])[c:5]([CH2:6][NH:7][C:8](=[O:9])[c:10]2[n:11][c:12]3[n:17]([c:18](=[O:28])[c:19]2[O:20][CH2:21][c:22]2[cH:23][cH:24][cH:25][cH:26][cH:27]2)[CH2:16][CH2:15][O:14][C:13]3([CH3:29])[CH3:30])[cH:31][cH:32]1. The solvent is C(C)(=O)O (acetic acid). Conditions: time 48 hour. Reactants: II (iodine), BrC=1C=C2C(C=3C(=CC=4C(C=5C=CC=CC5C(C4C3)=O)=O)C2=CC1)(C)C (2-bromo-13,13-dimethyl-13H-indeno[1,2-b]anthracene-6,11-dione), I (HI), resultant solution, O (water). Isolated yield 60.5%. Product: BrC=1C=C2C(C=3C(=CC=4C=C5C=CC=CC5=CC4C3)C2=CC1)(C)C (2-bromo-13,13-dimethyl-13H-indeno[1,2-b]anthracene). Procedure details: 2-bromo-13,13-dimethyl-13H-indeno[1,2-b]anthracene-6,11-dione (20 g, 0.05 mol) was dissolved in acetic acid (200 ml), and added with 57% HI (50 ml), followed by reflux-stirring for 48 hours. After the reaction was completed, the resultant solution was added with distilled water (500 ml). The produced solid was filtered and dissolved in toluene (200 ml) and iodine (4.05 g, 0.016 mol) was added thereto, followed by reflux-stirring for 3 hours. After the reaction was completed, through extraction a... Reaction SMILES: [Br:1][C:2]1[CH:3]=[C:4]2[C:22](=[CH:23][CH:24]=1)[C:7]1=[CH:8][C:9]3[C:10](=O)[C:11]4[CH:12]=[CH:13][CH:14]=[CH:15][C:16]=4[C:17](=O)[C:18]=3[CH:19]=[C:6]1[C:5]2([CH3:26])[CH3:25].I.O.II>C(O)(=O)C>[Br:1][C:2]1[CH:3]=[C:4]2[C:22](=[CH:23][CH:24]=1)[C:7]1=[CH:8][C:9]3[CH:10]=[C:11]4[C:16](=[CH:17][C:18]=3[CH:19]=[C:6]1[C:5]2([CH3:26])[CH3:25])[CH:15]=[CH:14][CH:13]=[CH:12]4. Starting materials: Cl.BrC=1C=C(N)C=C(C1)F (3-bromo-5-fluoroaniline hydrochloride), OCC(O)CO (glycerol), [N+](=O)([O-])C1=CC=CC=C1 (nitrobenzene), S(O)(O)(=O)=O (sulfuric acid). The reagents and catalysts are O.O.O.O.O.O.O.S(=O)(=O)([O-])[O-].[Fe+2] (iron (II) sulfate heptahydrate). Run at time 8 hour. Product: BrC1=C2C=CC=NC2=CC(=C1)F (5-bromo-7-fluoroquinoline), BrC1=CC(=C2C=CC=NC2=C1)F (7-bromo-5-fluoroquinoline). The yield is 30.0%. Reaction SMILES: Cl.[Br:2][C:3]1[CH:4]=[C:5]([CH:7]=[C:8]([F:10])[CH:9]=1)[NH2:6].O[CH2:12][CH:13]([CH2:15]O)O.[N+]([C:20]1[CH:25]=CC=C[CH:21]=1)([O-])=O.S(=O)(=O)(O)O>O.O.O.O.O.O.O.S([O-])([O-])(=O)=O.[Fe+2]>[Br:2][C:3]1[CH:9]=[C:8]([F:10])[CH:7]=[C:5]2[C:4]=1[CH:12]=[CH:13][CH:15]=[N:6]2.[Br:2][C:3]1[CH:4]=[C:5]2[C:7]([CH:21]=[CH:20][CH:25]=[N:6]2)=[C:8]([F:10])[CH:9]=1 |f:0.1,5.6.7.8.9.10.11.12.13|. Procedure: To 3-bromo-5-fluoroaniline hydrochloride (2.9 g, 12.89 mmol) was added glycerol (1.9 mL, 25.99 mmol), nitrobenzene (1.3 mL), sulfuric acid (3.5 mL) and iron (II) sulfate heptahydrate (0.23 g, 0.82 mmol). The reaction mixture was placed in an oil bath set at 80° C. and stirred overnight followed by basification with 12N NaOH and extraction with dichloromethane. The organic phase was collected, dried (sodium sulfate), filtered and concentrated under reduced pressure. Purification by flash chromato... Yields the product OCC(C)(CO)NC(=O)C=1C=C2C(=CN(C2=CC1)C)C1=CC=2C(=NC=CC2)N1 (1-methyl-3-(1H-pyrrolo[2,3-b]pyridin-2-yl)-1H-indole-5-carboxylic Acid (2-hydroxy-1-hydroxymethyl-1-methyl-ethyl)-amide). The reactants are CN1C=C(C2=CC(=CC=C12)C(=O)O)C1=CC=2C(=NC=CC2)N1 (1-methyl-3-(1H-pyrrolo[2,3-b]pyridin-2-yl)-1H-indole-5-carboxylic acid), NC(CO)(CO)C (2-amino-2-methyl-1,3-propanediol), 1-methyl-3-(1H-pyrrolo[2,3-b]pyridin-2-yl)-1H-indole-5-arboxylic acid (2-hydroxy-1-hydroxymethyl-1-methyl-ethyl)-amide. Reported procedure: By proceeding in a manner similar to Example 14(a) above but using 1-methyl-3-(1H-pyrrolo[2,3-b]pyridin-2-yl)-1H-indole-5-carboxylic acid [Example 15(d)] and 2-amino-2-methyl-1,3-propanediol, there was prepared 1-methyl-3-(1H-pyrrolo[2,3-b]pyridin-2-yl)-1H-indole-5-arboxylic acid (2-hydroxy-1-hydroxymethyl-1-methyl-ethyl)-amide as a yellow solid, m.p. 180-182° C. MS: 379 (MH+). As a reaction SMILES: [CH3:1][N:2]1[C:10]2[C:5](=[CH:6][C:7]([C:11](O)=[O:12])=[CH:8][CH:9]=2)[C:4]([C:14]2[NH:22][C:17]3=[N:18][CH:19]=[CH:20][CH:21]=[C:16]3[CH:15]=2)=[CH:3]1.[NH2:23][C:24]([CH3:29])([CH2:27][OH:28])[CH2:25][OH:26]>>[OH:26][CH2:25][C:24]([NH:23][C:11]([C:7]1[CH:6]=[C:5]2[C:10](=[CH:9][CH:8]=1)[N:2]([CH3:1])[CH:3]=[C:4]2[C:14]1[NH:22][C:17]2=[N:18][CH:19]=[CH:20][CH:21]=[C:16]2[CH:15]=1)=[O:12])([CH2:27][OH:28])[CH3:29]. The reactants are CC(=O)O[BH-](OC(C)=O)OC(C)=O, CS(=O)(=O)N1CCNCC1, COC(OC)OC, O=Cc1cc2nc(Cl)nc(N3CCOCC3)c2s1, ClCCCl, Cl, [Na+]. The product is CS(=O)(=O)N1CCN(Cc2cc3nc(Cl)nc(N4CCOCC4)c3s2)CC1. RXN SMILES: [C:37]([O:38][BH-:39]([O:40][C:41](=[O:42])[CH3:43])[O:44][C:45](=[O:46])[CH3:47])(=[O:48])[CH3:49].[CH3:20][S:21](=[O:22])(=[O:23])[N:24]1[CH2:25][CH2:26][NH:27][CH2:28][CH2:29]1.[CH3:30][O:31][CH:32]([O:33][CH3:34])[O:35][CH3:36].[Cl:2][c:3]1[n:4][c:5]([N:14]2[CH2:15][CH2:16][O:17][CH2:18][CH2:19]2)[c:6]2[c:7]([n:8]1)[cH:9][c:10]([CH:12]=[O:13])[s:11]2.[Cl:51][CH2:52][CH2:53][Cl:54].[ClH:1].[Na+:50]>>[Cl:2][c:3]1[n:4][c:5]([N:14]2[CH2:15][CH2:16][O:17][CH2:18][CH2:19]2)[c:6]2[c:7]([n:8]1)[cH:9][c:10]([CH2:12][N:27]1[CH2:26][CH2:25][N:24]([S:21]([CH3:20])(=[O:22])=[O:23])[CH2:29][CH2:28]1)[s:11]2.